From a dataset of the Open Reaction Database (ORD), a public repository of structured organic reaction records. describe an organic reaction: reactants, conditions, products, and yield Reactants: COC1=CC=C(C=C1)C1=C(C=CC=C1)NS(=O)(=O)C (N-(4′-methoxybiphenyl-2-yl)methanesulfonamide). The solvent is ClCCCl (1,2-dichloroethane). The product is OC1=CC=C(C=C1)C1=C(C=CC=C1)NS(=O)(=O)C (N-(4′-hydroxy-biphenyl-2-yl)methanesulfonamide). Yield: 90.1%. As a reaction SMILES: C[O:2][C:3]1[CH:8]=[CH:7][C:6]([C:9]2[CH:14]=[CH:13][CH:12]=[CH:11][C:10]=2[NH:15][S:16]([CH3:19])(=[O:18])=[O:17])=[CH:5][CH:4]=1>ClCCCl>[OH:2][C:3]1[CH:4]=[CH:5][C:6]([C:9]2[CH:14]=[CH:13][CH:12]=[CH:11][C:10]=2[NH:15][S:16]([CH3:19])(=[O:18])=[O:17])=[CH:7][CH:8]=1. Procedure details: The procedure of Preparation Example 2 was repeated, except that 208 mg of N-(4′-methoxybiphenyl-2-yl)methanesulfonamide was used in place of 4′-methoxy-2-biphenylacetonitrile, and 1,2-dichloroethane was used in place of methylene chloride. The resulting crude product was purified by TLC (using a 2:1 mixture of hexane and ethyl acetate as the developing solvent) to obtain 178 mg of N-(4′-hydroxy-biphenyl-2-yl)methanesulfonamide. Reactants: ClC1=NC2=CC(=CC(=C2C(=C1C)Cl)F)F (2,4-dichloro-5,7-difluoro-3-methylquinoline), C[C@H]1CN(CCN1)C(=O)OC(C)(C)C ((S)-tert-butyl 3-methylpiperazine-1-carboxylate), C([O-])([O-])=O.[Cs+].[Cs+] (cesium carbonate). Solvent: CN1C(CCC1)=O (N-methylpyrrolidinone), O (water). Conditions: temperature 120 celsius. Yields the product ClC1=C(C(=NC2=CC(=CC(=C12)F)F)N1[C@H](CN(CC1)C(=O)OC(C)(C)C)C)C ((S)-tert-butyl 4-(4-chloro-5,7-difluoro-3-methylquinolin-2-yl)-3-methylpiperazine-1-carboxylate). Reaction SMILES: Cl[C:2]1[C:11]([CH3:12])=[C:10]([Cl:13])[C:9]2[C:4](=[CH:5][C:6]([F:15])=[CH:7][C:8]=2[F:14])[N:3]=1.[CH3:16][C@@H:17]1[NH:22][CH2:21][CH2:20][N:19]([C:23]([O:25][C:26]([CH3:29])([CH3:28])[CH3:27])=[O:24])[CH2:18]1.C(=O)([O-])[O-].[Cs+].[Cs+]>CN1CCCC1=O.O>[Cl:13][C:10]1[C:9]2[C:4](=[CH:5][C:6]([F:15])=[CH:7][C:8]=2[F:14])[N:3]=[C:2]([N:22]2[CH2:21][CH2:20][N:19]([C:23]([O:25][C:26]([CH3:29])([CH3:28])[CH3:27])=[O:24])[CH2:18][C@@H:17]2[CH3:16])[C:11]=1[CH3:12] |f:2.3.4|. Reported procedure: The 2,4-dichloro-5,7-difluoro-3-methylquinoline (150 mg, 0.60 mmol) was slurried in N-methylpyrrolidinone (1.0 mL) and (S)-tert-butyl 3-methylpiperazine-1-carboxylate (110 mg, 0.54 mmol) and cesium carbonate (360 mg, 1.10 mmol) were added and the reaction mixture was heated at 120° C. for 2.5 h in the microwave. The reaction mixture was then diluted with water (15 mL) and the mixture was extracted with ethyl acetate (3×50 mL). The combined layers were combined and washed with water (1×100 mL) an... Starting materials: CN1C=NC2=C1C(=NC(=C2)C2=CC=C(C=C2)N2CCNCC2)O[C@H](C)[C@@H]2CC(NC2)=O ((R)-4-((R)-1-(3-methyl-6-(4-(piperazin-1-yl)phenyl)-3H-imidazo[4,5-c]pyridin-4-yloxy)ethyl)pyrrolidin-2-one), CC(=O)C (acetone), C(C)(=O)O[BH-](OC(C)=O)OC(C)=O.[Na+] (sodium triacetoxyborohydride). Run in C1CCOC1 (THF), C(=O)(O)[O-].[Na+] (NaHCO3), CO (methanol). Product: C(C)(C)N1CCN(CC1)C1=CC=C(C=C1)C1=CC2=C(C(=N1)O[C@H](C)[C@@H]1CC(NC1)=O)N(C=N2)C ((R)-4-((R)-1-((6-(4-(4-isopropylpiperazin-1-yl)phenyl)-3-methyl-3H-imidazo[4,5-c]pyridin-4-yl)oxy)ethyl)pyrrolidin-2-one). Isolated yield 59.5%. RXN SMILES: [CH3:1][N:2]1[C:6]2[C:7]([O:23][C@@H:24]([C@H:26]3[CH2:30][NH:29][C:28](=[O:31])[CH2:27]3)[CH3:25])=[N:8][C:9]([C:11]3[CH:16]=[CH:15][C:14]([N:17]4[CH2:22][CH2:21][NH:20][CH2:19][CH2:18]4)=[CH:13][CH:12]=3)=[CH:10][C:5]=2[N:4]=[CH:3]1.[CH3:32][C:33]([CH3:35])=O.C(O[BH-](OC(=O)C)OC(=O)C)(=O)C.[Na+]>C1COCC1.C([O-])(O)=O.[Na+].CO>[CH:33]([N:20]1[CH2:19][CH2:18][N:17]([C:14]2[CH:13]=[CH:12][C:11]([C:9]3[N:8]=[C:7]([O:23][C@@H:24]([C@H:26]4[CH2:30][NH:29][C:28](=[O:31])[CH2:27]4)[CH3:25])[C:6]4[N:2]([CH3:1])[CH:3]=[N:4][C:5]=4[CH:10]=3)=[CH:16][CH:15]=2)[CH2:22][CH2:21]1)([CH3:35])[CH3:32] |f:2.3,5.6|. Procedure: A mixture of (R)-4-((R)-1-(3-methyl-6-(4-(piperazin-1-yl)phenyl)-3H-imidazo[4,5-c]pyridin-4-yloxy)ethyl)pyrrolidin-2-one 3A.13 (29 mg, 0.069 mmol), acetone (18 μL, 0.24 mmol) and sodium triacetoxyborohydride (66 mg, 0.31 mmol) in THF (1.0 mL) was stirred at room temperature over the weekend. The reaction was diluted with saturated NaHCO3 (aq) and methanol. The mixture was concentrated to dryness and the residue was purified via prep HPLC (2-95% acetonitrile in water, 0.1% trifluoroacetic acid bu... Starting materials: CC(C)(C)OO, Cl[Fe](Cl)Cl, O, c1ccncc1, N#Cc1ccc(C2CCc3cncn32)c(F)c1. RXN SMILES: [C:19]([CH3:21])([CH3:22])([O:23][OH:20])[CH3:24].[Cl:25][Fe:26]([Cl:27])[Cl:28].[OH2:1].[cH:29]1[cH:30][cH:31][n:32][cH:33][cH:34]1.[cH:2]1[c:3]2[n:4]([cH:5][n:6]1)[CH:7]([c:10]1[c:11]([F:18])[cH:12][c:13]([C:14]#[N:15])[cH:16][cH:17]1)[CH2:8][CH2:9]2>>[cH:2]1[c:3]2[n:4]([cH:5][n:6]1)[CH:7]([c:10]1[c:11]([F:18])[cH:12][c:13]([C:14]#[N:15])[cH:16][cH:17]1)[CH2:8][C:9]2=[O:23]. Product: N#Cc1ccc(C2CC(=O)c3cncn32)c(F)c1. The reactants are C(C)N1CCOCC1 (N-ethylmorpholine), C1CCC(CC1)N=C=NC2CCCCC2 (DCC), N([C@H](CC1=CC=CC=C1)C(=O)O)C(=O)OCC1=CC=CC=C1 (Z-D-Phe-OH), C=1C=CC2=C(C1)N=NN2O (HOBt), Cl (HCl), N[C@@H](COC(C)(C)C)C(=O)OC(C)(C)C (H-Ser(tBu)-OtBu). Solvent: CN(C=O)C (dimethylformamide). Conditions: temperature 0 celsius, time 1 hour. Yields the product N([C@H](CC1=CC=CC=C1)C(=O)N[C@@H](COC(C)(C)C)C(=O)OC(C)(C)C)C(=O)OCC1=CC=CC=C1 (Z-D-Phe-Ser(tBu)-OtBu). As a reaction SMILES: C(N1CCOCC1)C.C1CCC(N=C=NC2CCCCC2)CC1.[NH:24]([C:36]([O:38][CH2:39][C:40]1[CH:45]=[CH:44][CH:43]=[CH:42][CH:41]=1)=[O:37])[C@@H:25]([C:33]([OH:35])=O)[CH2:26][C:27]1[CH:32]=[CH:31][CH:30]=[CH:29][CH:28]=1.C1C=CC2N(O)N=NC=2C=1.Cl.[NH2:57][C@H:58]([C:65]([O:67][C:68]([CH3:71])([CH3:70])[CH3:69])=[O:66])[CH2:59][O:60][C:61]([CH3:64])([CH3:63])[CH3:62]>CN(C)C=O>[NH:24]([C:36]([O:38][CH2:39][C:40]1[CH:45]=[CH:44][CH:43]=[CH:42][CH:41]=1)=[O:37])[C@@H:25]([C:33]([NH:57][C@H:58]([C:65]([O:67][C:68]([CH3:71])([CH3:70])[CH3:69])=[O:66])[CH2:59][O:60][C:61]([CH3:64])([CH3:62])[CH3:63])=[O:35])[CH2:26][C:27]1[CH:28]=[CH:29][CH:30]=[CH:31][CH:32]=1. Procedure: 9.07 ml of N-ethylmorpholine and 16.05 g of DCC are added at 0° C. to a solution of 21.2 g of Z-D-Phe-OH, 9.6 g of HOBt and 17.9 g of HCl.H-Ser(tBu)-OtBu in 150 ml of dimethylformamide. The mixture is left to stir at 0° C. for one hour and to stand at room temperature overnight. The precipitate is filtered off with suction, and the filtrate is concentrated. The residue is partitioned between ethyl acetate and water. The ethyl acetate phase is extracted by shaking successively with saturated NaHC... The product is O=S(=O)(c1cccc2ccccc12)N1CCCCC1CCN1CCN(c2ccccn2)CC1. RXN SMILES: [C:25](=[O:26])([O-:27])[O-:28].[CH3:43][C:44]#[N:45].[Cl:1][CH2:2][CH2:3][CH:4]1[N:5]([S:10](=[O:11])(=[O:12])[c:13]2[cH:14][cH:15][cH:16][c:17]3[cH:18][cH:19][cH:20][cH:21][c:22]23)[CH2:6][CH2:7][CH2:8][CH2:9]1.[I-:24].[K+:29].[K+:30].[Na+:23].[n:31]1[c:32]([N:37]2[CH2:38][CH2:39][NH:40][CH2:41][CH2:42]2)[cH:33][cH:34][cH:35][cH:36]1>>[CH2:2]([CH2:3][CH:4]1[N:5]([S:10](=[O:11])(=[O:12])[c:13]2[cH:14][cH:15][cH:16][c:17]3[cH:18][cH:19][cH:20][cH:21][c:22]23)[CH2:6][CH2:7][CH2:8][CH2:9]1)[N:40]1[CH2:39][CH2:38][N:37]([c:32]2[n:31][cH:36][cH:35][cH:34][cH:33]2)[CH2:42][CH2:41]1. Starting materials: O=C([O-])[O-], CC#N, O=S(=O)(c1cccc2ccccc12)N1CCCCC1CCCl, [I-], [K+], [K+], [Na+], c1ccc(N2CCNCC2)nc1.